From a dataset of the Open Reaction Database (ORD), a public repository of structured organic reaction records. describe an organic reaction: reactants, conditions, products, and yield Reactants: OO (H2O2), [OH-].[Na+] (NaOH), C(CC1=CC=CC=C1)C1=CC=C(C(=O)Cl)C=C1 (4-(phenethyl)benzoyl chloride), acid chloride, [OH-].[Na+].OO (NaOH H2O2), C1(=CC=C(C=C1)C(=O)O)CCC1=CC=CC=C1 (4-bibenzylcarboxylic acid), S(=O)(Cl)Cl (thionyl chloride), acid chloride, [O-][O-].[Na+].[Na+] (sodium peroxide), C=1(C(=CC=CC1)C(=O)Cl)CCC1=CC=CC=C1 (2-bibenzylcarboxylic acid chloride). The solvent is O (H2O), O1CCCC1 (tetrahydrofuran), O1CCCC1 (tetrahydrofuran). Run at temperature 5 celsius, time 1 hour. Yields the product C(CC1=CC=CC=C1)C1=CC=C(C(=O)OOC(C2=CC=C(C=C2)CCC2=CC=CC=C2)=O)C=C1 (Bis(4-(phenethyl)benzoyl) peroxide), C1(=CC=C(C=C1)C(=O)Cl)CCC1=CC=CC=C1 (4-bibenzylcarboxylic acid chloride). Reaction SMILES: [O-][O-].[Na+].[Na+].[C:5]1([CH2:14][CH2:15][C:16]2[CH:21]=[CH:20][CH:19]=[CH:18][CH:17]=2)[CH:10]=[CH:9][C:8]([C:11]([OH:13])=[O:12])=[CH:7][CH:6]=1.S(Cl)(Cl)=O.C1(CCC2C=CC=CC=2)C(C(Cl)=[O:33])=CC=CC=1.[OH-].[Na+].OO.OO.[OH-].[Na+].[CH2:51]([C:59]1[CH:67]=[CH:66][C:62]([C:63]([Cl:65])=[O:64])=[CH:61][CH:60]=1)[CH2:52][C:53]1[CH:58]=[CH:57][CH:56]=[CH:55][CH:54]=1>O1CCCC1.O>[CH2:14]([C:5]1[CH:6]=[CH:7][C:8]([C:11]([O:13][O:64][C:63](=[O:33])[C:62]2[CH:66]=[CH:67][C:59]([CH2:51][CH2:52][C:53]3[CH:58]=[CH:57][CH:56]=[CH:55][CH:54]=3)=[CH:60][CH:61]=2)=[O:12])=[CH:9][CH:10]=1)[CH2:15][C:16]1[CH:17]=[CH:18][CH:19]=[CH:20][CH:21]=1.[C:59]1([CH2:51][CH2:52][C:53]2[CH:54]=[CH:55][CH:56]=[CH:57][CH:58]=2)[CH:60]=[CH:61][C:62]([C:63]([Cl:65])=[O:64])=[CH:66][CH:67]=1 |f:0.1.2,6.7.8,10.11|. Procedure: This peroxide was synthesized from the corresponding acid chloride and sodium peroxide. First, 4-bibenzylcarboxylic acid chloride was prepared from 4-bibenzylcarboxylic acid and thionyl chloride (see the synthesis of 2-bibenzylcarboxylic acid chloride above). The acid chloride was purified by vacuum distillation (bp=104-106° C./120-130, μHg), and solidified upon cooling. The synthesis of the peroxide was performed with NaOH/H2O2 and the acid chloride in tetrahydrofuran. Here, 12.0 ml 30% H2O2 wa...